This data is from the Open Reaction Database (ORD), a public repository of structured organic reaction records. The task is: describe an organic reaction: reactants, conditions, products, and yield Starting materials: ClC1=C(C(=O)N(C)OC)C=CC=N1 (2-chloro-N-methoxy-N-methyl-nicotinamide), C[Mg]Cl (methyl magnesium chloride). The solvent is O1CCCC1 (tetrahydrofuran), O1CCCC1 (tetrahydrofuran). Run at temperature 0 celsius, time 1 hour. Product: ethyl acetate hexanes, ClC1=NC=CC=C1C(C)=O (1-(2-chloro-pyridin-3-yl)-ethanone). Yield: 71.7%. As a reaction SMILES: [Cl:1][C:2]1[N:13]=[CH:12][CH:11]=[CH:10][C:3]=1[C:4](N(OC)C)=[O:5].[CH3:14][Mg]Cl>O1CCCC1>[Cl:1][C:2]1[C:3]([C:4](=[O:5])[CH3:14])=[CH:10][CH:11]=[CH:12][N:13]=1. Procedure details: A solution of 2-chloro-N-methoxy-N-methyl-nicotinamide (23.6 g, 118 mmol) in tetrahydrofuran (350 mL, 0.34M) at 0° C. was treated dropwise via an addition funnel with methyl magnesium chloride (3.0M solution in tetrahydrofuran, 100 mL, 300 mmol). The reaction became a very thick opaque white mixture and was diluted with additional tetrahydrofuran (150 mL). The reaction was stirred at 0° C. for 1 h. At this time, the reaction was carefully quenched with water (250 mL) and then partitioned between... The reactants are CC(C)=O, Cc1cc([N+](=O)[O-])c(Cl)c([N+](=O)[O-])c1S(=O)(=O)Cl, N, O. Yields the product Cc1cc([N+](=O)[O-])c(Cl)c([N+](=O)[O-])c1S(N)(=O)=O. RXN SMILES: [CH3:19][C:20](=[O:21])[CH3:22].[Cl:1][c:2]1[c:3]([N+:16](=[O:17])[O-:18])[c:4]([S:12](=[O:13])(=[O:14])[Cl:15])[c:5]([CH3:11])[cH:6][c:7]1[N+:8](=[O:9])[O-:10].[NH3:23].[OH2:24]>>[Cl:1][c:2]1[c:3]([N+:16](=[O:17])[O-:18])[c:4]([S:12](=[O:13])(=[O:14])[NH2:23])[c:5]([CH3:11])[cH:6][c:7]1[N+:8](=[O:9])[O-:10].